From a dataset of the Open Reaction Database (ORD), a public repository of structured organic reaction records. describe an organic reaction: reactants, conditions, products, and yield The reactants are OC1=CC=CC2=C1C=CO2 (4-Hydroxybenzofuran), BrCCCC(=O)OCC (ethyl 4-bromobutanoate), C([O-])([O-])=O.[K+].[K+] (potassium carbonate), [I-].[Na+] (sodium iodide). Solvent: C(C)O (ethanol). Product: O1C=CC2=C1C=CC=C2OCCCC(=O)OCC (ethyl 4-(4-benzofuranyloxy)butanoate). RXN SMILES: [OH:1][C:2]1[C:7]2[CH:8]=[CH:9][O:10][C:6]=2[CH:5]=[CH:4][CH:3]=1.Br[CH2:12][CH2:13][CH2:14][C:15]([O:17][CH2:18][CH3:19])=[O:16].C(=O)([O-])[O-].[K+].[K+].[I-].[Na+]>C(O)C>[O:10]1[C:6]2[CH:5]=[CH:4][CH:3]=[C:2]([O:1][CH2:12][CH2:13][CH2:14][C:15]([O:17][CH2:18][CH3:19])=[O:16])[C:7]=2[CH:8]=[CH:9]1 |f:2.3.4,5.6|. Reported procedure: 4-Hydroxybenzofuran (1.0 g., 0.00746 M), ethyl 4-bromobutanoate (1.46 g, 0.00746 M), anhydrous potassium carbonate (1.13 g), sodium iodide (50 mg) and 95% ethanol (20 ml) were reacted together to give ethyl 4-(4-benzofuranyloxy)butanoate which was subsequently hydrolysed, as previously described for the preparation of 5-(4-benzofuranyloxy)pentanoic acid, to give 4-(4-benzofuranyloxy)butanoic acid, m.p. 91°-93° C. (Found: C, 65.50; H, 5.40. C12H12O4 requires C, 65.45; H, 5.45%). Reactants: Br, CC(=O)O, COC=CC(=O)OC, CC(=O)O, CC(C)n1cc(-c2ccc(F)cc2)c2ccccc21. Yields the product COC(=O)C=Cc1c(-c2ccc(F)cc2)c2ccccc2n1C(C)C. RXN SMILES: [BrH:32].[C:28]([OH:29])(=[O:30])[CH3:31].[CH3:20][O:21][CH:22]=[CH:23][C:24](=[O:25])[O:26][CH3:27].[CH3:33][C:34](=[O:35])[OH:36].[F:1][c:2]1[cH:3][cH:4][c:5](-[c:8]2[cH:9][n:10]([CH:17]([CH3:18])[CH3:19])[c:11]3[cH:12][cH:13][cH:14][cH:15][c:16]23)[cH:6][cH:7]1>>[F:1][c:2]1[cH:3][cH:4][c:5](-[c:8]2[c:9]([CH:22]=[CH:23][C:24](=[O:25])[O:26][CH3:27])[n:10]([CH:17]([CH3:18])[CH3:19])[c:11]3[cH:12][cH:13][cH:14][cH:15][c:16]23)[cH:6][cH:7]1. The reactants are CC(C)(C)OC(=O)N, C1=C(C=C(N=C1Cl)Cl)C(=O)O. The reagents and catalysts are [O-]P(=O)([O-])[O-].[K+].[K+].[K+], CC1(C2=C(C(=CC=C2)P(C3=CC=CC=C3)C4=CC=CC=C4)OC5=C1C=CC=C5P(C6=CC=CC=C6)C7=CC=CC=C7)C, C1=CC=C(C=C1)/C=C/C(=O)/C=C/C2=CC=CC=C2.C1=CC=C(C=C1)/C=C/C(=O)/C=C/C2=CC=CC=C2.C1=CC=C(C=C1)/C=C/C(=O)/C=C/C2=CC=CC=C2.[Pd].[Pd]. Solvent: C1COCCO1. Reaction conditions: temperature 100 celsius. Yields the product CC(C)(C)OC(=O)NC1=NC(=CC(=C1)C(=O)O)Cl. Yield: 0.0%. Procedure: Reagents were mixed in a 25 mL round bottom flask and flushed well with nitrogen - heated at 100 °C for 16 h. The mixture looked dark black. Could not detect any starting material or product!  It was discarded. The solvent is C(C)(=O)O (acetic acid). The reactants are ClC1=CC2=C(C(C3=C(CC2)C=C(C=C3)OC)=O)C=C1 (2-chloro-8-methoxy-10,11-dihydrodibenzo[a,d]cyclohepten-5-one), Br (HBr). Reported procedure: For the synthesis of the title compound, 1.0 g (4.87 mmol) of 2-chloro-8-methoxy-10,11-dihydrodibenzo[a,d]cyclohepten-5-one, 10 ml of HBr (48%, aqueous) and 10 ml of glacial acetic acid are employed in method L. C15H11ClO2(Mr=258.71) RXN SMILES: [Cl:1][C:2]1[CH:19]=[CH:18][C:5]2[C:6](=[O:17])[C:7]3[CH:14]=[CH:13][C:12]([O:15]C)=[CH:11][C:8]=3[CH2:9][CH2:10][C:4]=2[CH:3]=1.Br>C(O)(=O)C>[Cl:1][C:2]1[CH:19]=[CH:18][C:5]2[C:6](=[O:17])[C:7]3[CH:14]=[CH:13][C:12]([OH:15])=[CH:11][C:8]=3[CH2:9][CH2:10][C:4]=2[CH:3]=1. The product is ClC1=CC2=C(C(C3=C(CC2)C=C(C=C3)O)=O)C=C1 (2-Chloro-8-hydroxy-10,11-dihydrodibenzo[a,d]cyclohepten-5-one). The reactants are C[C@H](C#C)O ((R)-But-3-yn-2-ol), FC=1C(=C2/C(/C(NC2=CC1)=O)=C/C1=C(N=CN1)C)I ((Z)-1,3-dihydro-5-fluoro-4-iodo-3-[(4-methyl-1H-imidazol-5-yl)methylene]-2H-indol-2-one), FC=1C(=C2/C(/C(NC2=CC1)=O)=C/C1=C(N=CN1)C)I ((Z)-1,3-dihydro-5-fluoro-4-iodo-3-[(4-methyl-1H-imidazol-5-yl)methylene]-2H-indol-2-one). The reagents and catalysts are C=1C=CC(=CC1)[P](C=2C=CC=CC2)(C=3C=CC=CC3)[Pd]([P](C=4C=CC=CC4)(C=5C=CC=CC5)C=6C=CC=CC6)([P](C=7C=CC=CC7)(C=8C=CC=CC8)C=9C=CC=CC9)[P](C=1C=CC=CC1)(C=1C=CC=CC1)C=1C=CC=CC1 ((Ph3P)4Pd). Run in CN(C)C=O (DMF), CCN(CC)CC (Et3N), CCOC(=O)C (EtOAc). Product: FC=1C(=C2/C(/C(NC2=CC1)=O)=C/C1=C(N=CN1)C)C#C[C@@H](C)O ((R)-(Z)-1,3-Dihydro-5-fluoro-4-(3-hydroxy-1-butynyl)-3-[(4-methyl-1H-imidazol-5-yl)methylene]-2H-indol-2-one). Reaction SMILES: [CH3:1][C@@H:2]([OH:5])[C:3]#[CH:4].[F:6][C:7]1[C:8](I)=[C:9]2[C:13](=[CH:14][CH:15]=1)[NH:12][C:11](=[O:16])/[C:10]/2=[CH:17]\[C:18]1[NH:22][CH:21]=[N:20][C:19]=1[CH3:23]>CN(C=O)C.CCN(CC)CC.CCOC(C)=O.C1C=CC([P]([Pd]([P](C2C=CC=CC=2)(C2C=CC=CC=2)C2C=CC=CC=2)([P](C2C=CC=CC=2)(C2C=CC=CC=2)C2C=CC=CC=2)[P](C2C=CC=CC=2)(C2C=CC=CC=2)C2C=CC=CC=2)(C2C=CC=CC=2)C2C=CC=CC=2)=CC=1>[F:6][C:7]1[C:8]([C:4]#[C:3][C@H:2]([OH:5])[CH3:1])=[C:9]2[C:13](=[CH:14][CH:15]=1)[NH:12][C:11](=[O:16])/[C:10]/2=[CH:17]\[C:18]1[NH:22][CH:21]=[N:20][C:19]=1[CH3:23] |^1:46,48,67,86|. Reported procedure: Using Method C above, (R)-But-3-yn-2-ol (189 mg, 2.71 mmol) (Aldrich) was coupled with (Z)-1,3-dihydro-5-fluoro-4-iodo-3-[(4-methyl-1H-imidazol-5-yl)methylene]-2H-indol-2-one (100 mg, 0.27 mmol) (Starting Material 3 supra) using (Ph3P)4Pd (30 mg, 0.03 mmol) and Cul (2 mg) in a mixture of DMF (5 mL) and Et3N (5 mL) as solvent at 80° C. for 4 hrs. Upon completion, the reaction mixture was diluted with EtOAc and extracted with H2O. The organic layer was dried over Na2SO4 and concentrated. (R)-(Z)-1...